Dataset: the Open Reaction Database (ORD), a public repository of structured organic reaction records. Task: describe an organic reaction: reactants, conditions, products, and yield The reactants are CC1=CC=C(C(=O)P(OC(C)(C)C)(OC(C)(C)C)=O)C=C1 (di(tert-butyl) (4-methylbenzoyl)phosphonate), C1CC(=O)N(C1=O)Br (NBS), C(=O)(O)[O-].[Na+] (NaHCO3). Reagents/catalysts: C(C1=CC=CC=C1)(=O)OOC(C1=CC=CC=C1)=O (benzoyl peroxide). The solvent is CCCCCC.CCOC(=O)C (hexane EtOAc), C(Cl)(Cl)(Cl)Cl (CCl4). Yields the product BrCC1=CC=C(C(=O)P(OC(C)(C)C)(OC(C)(C)C)=O)C=C1 (Di(tert-butyl) [4-(bromomethyl)benzoyl]phosphonate). Isolated yield 22.4%. Reaction SMILES: [CH3:1][C:2]1[CH:21]=[CH:20][C:5]([C:6]([P:8](=[O:19])([O:14][C:15]([CH3:18])([CH3:17])[CH3:16])[O:9][C:10]([CH3:13])([CH3:12])[CH3:11])=[O:7])=[CH:4][CH:3]=1.C1C(=O)N([Br:29])C(=O)C1.C([O-])(O)=O.[Na+]>C(Cl)(Cl)(Cl)Cl.CCCCCC.CCOC(C)=O.C(OOC(=O)C1C=CC=CC=1)(=O)C1C=CC=CC=1>[Br:29][CH2:1][C:2]1[CH:21]=[CH:20][C:5]([C:6]([P:8](=[O:19])([O:9][C:10]([CH3:13])([CH3:11])[CH3:12])[O:14][C:15]([CH3:18])([CH3:17])[CH3:16])=[O:7])=[CH:4][CH:3]=1 |f:2.3,5.6|. Procedure details: A mixture of di(tert-butyl) (4-methylbenzoyl)phosphonate (10 g), NBS (8.3 g), NaHCO3 (10 g) and benzoyl peroxide (0.1 g) in 200 mL of CCl4 was heated to reflux for 20 min. The mixture was cooled to room temperature, diluted with 200 mL of 10:1 hexane/EtOAc and filtered through a pad of silca gel. The filtrate was concentrated and the residue was swished from hexane to give 2.8 g of the title compound as a beige solid. Reactants: [Cl-].[Al+3].[Cl-].[Cl-] (aluminum chloride), three, Cl (hydrochloric acid), C(CCCC)C1=CC=C(C=C1)C1=CC=CC=C1 (4-n-pentylbiphenyl), C(C)(=O)Cl (acetyl chloride). The solvent is [N+](=O)([O-])C1=CC=CC=C1 (nitrobenzene), O (water), [N+](=O)([O-])C1=CC=CC=C1 (nitrobenzene). Product: C(CCCC)C1=CC=C(C=C1)C1=CC=C(C=C1)C(C)=O (4'-n-pentyl-4-acetylbiphenyl). Isolated yield 83.8%. Reaction SMILES: [Cl-].[Al+3].[Cl-].[Cl-].[CH2:5]([C:10]1[CH:15]=[CH:14][C:13]([C:16]2[CH:21]=[CH:20][CH:19]=[CH:18][CH:17]=2)=[CH:12][CH:11]=1)[CH2:6][CH2:7][CH2:8][CH3:9].[C:22](Cl)(=[O:24])[CH3:23].Cl>[N+](C1C=CC=CC=1)([O-])=O.O>[CH2:5]([C:10]1[CH:15]=[CH:14][C:13]([C:16]2[CH:17]=[CH:18][C:19]([C:22](=[O:24])[CH3:23])=[CH:20][CH:21]=2)=[CH:12][CH:11]=1)[CH2:6][CH2:7][CH2:8][CH3:9] |f:0.1.2.3|. Reported procedure: 392 Gram of granular anhydrous aluminum chloride and 700 ml of nitrobenzene were introduced into 5 l three neck flask, and dissolved with stirring. A solution of 600 g of 4-n-pentylbiphenyl and 220 g of acetyl chloride dissolved in 500 ml of nitrobenzene (prepared in advance) was dropwise added to said three neck flask over 1 hour, followed by stirring for one hour, further stirring at 40°-45° C for 2 hours, cooling to room temperature, pouring cautiously into a mixed liquid of 250 ml of conc. h... Reactants: CN(C=O)C (dimethylformamide), BrC1=CC=C(C=C1)CO ((4-bromophenyl)methanol), N1C=NC=C1 (imidazole), [Si](C)(C)(C(C)(C)C)Cl (tert-butyldimethylsilyl chloride). Solvent: O (water). Run at time 1 hour. Product: BrC1=CC=C(CO[Si](C)(C)C(C)(C)C)C=C1 ([(4-bromobenzyl)oxy](tert-butyl)dimethylsilane). Isolated yield 78.0%. As a reaction SMILES: CN(C)C=O.[Br:6][C:7]1[CH:12]=[CH:11][C:10]([CH2:13][OH:14])=[CH:9][CH:8]=1.N1C=CN=C1.[Si:20](Cl)([C:23]([CH3:26])([CH3:25])[CH3:24])([CH3:22])[CH3:21]>O>[Br:6][C:7]1[CH:12]=[CH:11][C:10]([CH2:13][O:14][Si:20]([C:23]([CH3:26])([CH3:25])[CH3:24])([CH3:22])[CH3:21])=[CH:9][CH:8]=1. Procedure: To a dimethylformamide (30 mL) solution of (4-bromophenyl)methanol (3.00 g), imidazole (2.18 g) and tert-butyldimethylsilyl chloride (2.89 g) were added in this order. The reaction solution was stirred at room temperature for one hour. To the reaction solution, water (10 mL) was added and the aqueous layer was extracted twice with ethyl acetate (50 mL). The combined organic layer was washed in turn with 1N hydrochloric acid (10 mL) and saturated sodium chloride solution (10 mL) and then dried ov... Starting materials: CC1(OB(OC1(C)C)C=1C=C2C[C@H](CC2=CC1)NS(=O)(=O)C(C)C)C (N-[(2S)-5-(4,4,5,5-tetramethyl-1,3,2-dioxaborolan-2-yl)-2,3-dihydro-1H-inden-2-yl]-2-propanesulfonamide), OO (hydrogen peroxide). Run in CO (methanol). Conditions: time 8 hour. The product is OC=1C=C2C[C@H](CC2=CC1)NS(=O)(=O)C(C)C (N-[(2S)-5-hydroxy-2,3-dihydro-1H-inden-2-yl]-2-propanesulfonamide). The yield is 92.8%. As a reaction SMILES: CC1(C)C(C)(C)OB([C:9]2[CH:10]=[C:11]3[C:15](=[CH:16][CH:17]=2)[CH2:14][C@H:13]([NH:18][S:19]([CH:22]([CH3:24])[CH3:23])(=[O:21])=[O:20])[CH2:12]3)O1.[OH:26]O>CO>[OH:26][C:9]1[CH:10]=[C:11]2[C:15](=[CH:16][CH:17]=1)[CH2:14][C@H:13]([NH:18][S:19]([CH:22]([CH3:24])[CH3:23])(=[O:21])=[O:20])[CH2:12]2. Procedure details: To a solution of N-[(2S)-5-(4,4,5,5-tetramethyl-1,3,2-dioxaborolan-2-yl)-2,3-dihydro-1H-inden-2-yl]-2-propanesulfonamide (32 g, 88 mmol, Description 2) in methanol (320 ml) at room temperature under nitrogen, hydrogen peroxide (30 weight % in water, 17.90 ml, 175 mmol) was added and the resulting pale yellow solution stirred overnight. The mixture was then evaporated under reduced pressure and the residue partitioned between EtOAc (500 ml) and water (300 ml). Aqueous phase was back extracted wit... Starting materials: Cl.Cl.C(=O)(O)COC1=CC=C(C=C1)N1CCN(CC1)CCC1CCNCC1 (1-(4-carboxymethyloxyphenyl)-4-[2-(piperidin-4-yl)ethyl]piperazine dihydrochloride). Solvent: C(CCC)O (n-butanol). Product: Cl.Cl.C(CCC)OC(=O)COC1=CC=C(C=C1)N1CCN(CC1)CCC1CCNCC1 (1-(4-n-Butyloxycarbonylmethyloxyphenyl)-4-[2-(piperidin-4-yl)ethyl]piperazine dihydrochloride). As a reaction SMILES: [ClH:1].Cl.[C:3]([CH2:6][O:7][C:8]1[CH:13]=[CH:12][C:11]([N:14]2[CH2:19][CH2:18][N:17]([CH2:20][CH2:21][CH:22]3[CH2:27][CH2:26][NH:25][CH2:24][CH2:23]3)[CH2:16][CH2:15]2)=[CH:10][CH:9]=1)([OH:5])=[O:4]>C(O)CCC>[ClH:1].[ClH:1].[CH2:13]([O:4][C:3]([CH2:6][O:7][C:8]1[CH:13]=[CH:12][C:11]([N:14]2[CH2:19][CH2:18][N:17]([CH2:20][CH2:21][CH:22]3[CH2:23][CH2:24][NH:25][CH2:26][CH2:27]3)[CH2:16][CH2:15]2)=[CH:10][CH:9]=1)=[O:5])[CH2:8][CH2:9][CH3:10] |f:0.1.2,4.5.6|. Procedure details: Prepared from 1-(4-carboxymethyloxyphenyl)-4-[2-(piperidin-4-yl)ethyl]piperazine dihydrochloride and n-butanol. Starting materials: O=C([O-])O, C1CCNCC1, ClC(Cl)Cl, [N-]=[N+]=[N-], [Na+], [Na+], O=C(O)C(F)(F)F. Yields the product [N-]=[N+]=NN1CCCCC1. Reaction SMILES: [C:22](=[O:23])([OH:24])[O-:25].[CH2:5]1[CH2:6][CH2:7][NH:8][CH2:9][CH2:10]1.[CH:11]([Cl:12])([Cl:13])[Cl:14].[N-:2]=[N+:3]=[N-:4].[Na+:1].[Na+:26].[OH:15][C:16]([C:17]([F:18])([F:19])[F:20])=[O:21]>>[N:2](=[N+:3]=[N-:4])[N:8]1[CH2:7][CH2:6][CH2:5][CH2:10][CH2:9]1. The reactants are CO, CN1CCNC(=O)c2cccc([N+](=O)[O-])c21. The product is CN1CCNC(=O)c2cccc(N)c21. RXN SMILES: [CH3:17][OH:18].[CH3:1][N:2]1[CH2:3][CH2:4][NH:5][C:6](=[O:16])[c:7]2[c:8]1[c:9]([N+:13]([O-:14])=[O:15])[cH:10][cH:11][cH:12]2>>[CH3:1][N:2]1[CH2:3][CH2:4][NH:5][C:6](=[O:16])[c:7]2[c:8]1[c:9]([NH2:13])[cH:10][cH:11][cH:12]2. The reactants are [Mg+]Cc1ccccc1, O=C1CCC2CCC(=O)N12, [Cl-], ClCCl. Yields the product O=C(CCC1CCC(=O)N1)Cc1ccccc1. As a reaction SMILES: [CH2:12]([c:13]1[cH:14][cH:15][cH:16][cH:17][cH:18]1)[Mg+:19].[CH2:1]1[CH2:2][C:3](=[O:10])[N:4]2[C:5](=[O:9])[CH2:6][CH2:7][CH:8]12.[Cl-:11].[Cl:20][CH2:21][Cl:22]>>[CH2:1]1[CH2:2][C:3](=[O:10])[NH:4][CH:8]1[CH2:7][CH2:6][C:5](=[O:9])[CH2:12][c:13]1[cH:14][cH:15][cH:16][cH:17][cH:18]1.